Dataset: the Open Reaction Database (ORD), a public repository of structured organic reaction records. Task: describe an organic reaction: reactants, conditions, products, and yield Starting materials: C=1C=CC(=CC1)P(C=2C=CC=CC2)C3=CC=C4C=CC=CC4=C3C5=C6C=CC=CC6=CC=C5P(C=7C=CC=CC7)C=8C=CC=CC8 (BINAP), BrC=1C=C(C2=CC=CC=C2C1)C(=O)NC=1C=C(C=CC1F)/C=C/C(=O)OCC (Ethyl(2E)-3-(3-{[(3-bromonaphthalen-1-yl)carbonyl]amino}-4-fluoro-phenyl)prop-2-enoate), N1CCCCC1 (piperidine), CC(C)([O-])C.[K+] (potassium tertbutoxide). The reagents and catalysts are C=1C=CC(=CC1)/C=C/C(=O)/C=C/C2=CC=CC=C2.C=1C=CC(=CC1)/C=C/C(=O)/C=C/C2=CC=CC=C2.C=1C=CC(=CC1)/C=C/C(=O)/C=C/C2=CC=CC=C2.[Pd].[Pd] (Pd2(dba)3). Solvent: O (water), CN(C)C=O (DMF). Product: FC1=C(C=C(C=C1)/C=C/C(=O)O)NC(=O)C1=CC(=CC2=CC=CC=C12)N1CCCCC1 ((2E)-3-[4-fluoro-3-({[3-(piperidin-1-yl) naphthalen-1-yl]carbonyl}amino)phenyl]prop-2-enoic acid). Reaction SMILES: C1C=CC(P(C2C(C3C(P(C4C=CC=CC=4)C4C=CC=CC=4)=CC=C4C=3C=CC=C4)=C3C(C=CC=C3)=CC=2)C2C=CC=CC=2)=CC=1.Br[C:48]1[CH:49]=[C:50]([C:58]([NH:60][C:61]2[CH:62]=[C:63](/[CH:68]=[CH:69]/[C:70]([O:72]CC)=[O:71])[CH:64]=[CH:65][C:66]=2[F:67])=[O:59])[C:51]2[C:56]([CH:57]=1)=[CH:55][CH:54]=[CH:53][CH:52]=2.[NH:75]1[CH2:80][CH2:79][CH2:78][CH2:77][CH2:76]1.CC(C)([O-])C.[K+]>O.C1C=CC(/C=C/C(/C=C/C2C=CC=CC=2)=O)=CC=1.C1C=CC(/C=C/C(/C=C/C2C=CC=CC=2)=O)=CC=1.C1C=CC(/C=C/C(/C=C/C2C=CC=CC=2)=O)=CC=1.[Pd].[Pd].CN(C=O)C>[F:67][C:66]1[CH:65]=[CH:64][C:63](/[CH:68]=[CH:69]/[C:70]([OH:72])=[O:71])=[CH:62][C:61]=1[NH:60][C:58]([C:50]1[C:51]2[C:56](=[CH:55][CH:54]=[CH:53][CH:52]=2)[CH:57]=[C:48]([N:75]2[CH2:80][CH2:79][CH2:78][CH2:77][CH2:76]2)[CH:49]=1)=[O:59] |f:3.4,6.7.8.9.10|. Reported procedure: A Biotage Process Vial (5-20 mL) was charged with BINAP (0.36 mmol), Pd2(dba)3 (0.18 mmol), ethyl(E)-3-[3-[(3-bromonaphthalene-1-carbonyl)amino]-4-fluoro-phenyl]prop-2-enoate (15) (1.81 mmol), piperidine (5.44 mmol), and potassium tertbutoxide (3.62 mmol). The vial was charged with DMF (5 mL) and irradiated at 100-130° C. for 1 h, using the microwave reactor Smith Synthesizer. After irradiation, the sample was cooled and diluted with water and extracted with ethyl acetate (3×50 mL). The organic ... Starting materials: ClC1=C(C(=CC(=C1)[N+](=O)[O-])Cl)N1N=C2C(C=NC=C2F)=C1 (2-(2,6-dichloro-4-nitrophenyl)-7-fluoro-2H-pyrazolo[4,3-c]pyridine), N(=[N+]=[N-])C1=C(C=NC=C1F)\C=N\C1=C(C#N)C=C(C=C1Cl)[N+](=O)[O-] (2-{[1-(4-azido-5-fluoropyridin-3-yl)-meth-(E)-ylidene]-amino}-3-chloro-5-nitrobenzonitrile). Run at temperature 107 celsius. Product: ClC=1C(=C(C#N)C=C(C1)[N+](=O)[O-])N1N=C2C(C=NC=C2F)=C1 (3-Chloro-2-(7-fluoro-pyrazolo[4,3-c]pyridin-2-yl)-5-nitrobenzonitrile). Isolated yield 58.0%. Reaction SMILES: ClC1C=C([N+]([O-])=O)C=C(Cl)C=1N1C=C2C=NC=C(F)C2=N1.[N:22]([C:25]1[C:30]([F:31])=[CH:29][N:28]=[CH:27][C:26]=1/[CH:32]=[N:33]/[C:34]1[C:41]([Cl:42])=[CH:40][C:39]([N+:43]([O-:45])=[O:44])=[CH:38][C:35]=1[C:36]#[N:37])=[N+]=[N-]>>[Cl:42][C:41]1[C:34]([N:33]2[CH:32]=[C:26]3[CH:27]=[N:28][CH:29]=[C:30]([F:31])[C:25]3=[N:22]2)=[C:35]([CH:38]=[C:39]([N+:43]([O-:45])=[O:44])[CH:40]=1)[C:36]#[N:37]. Reported procedure: Following the procedure described for 2-(2,6-dichloro-4-nitrophenyl)-7-fluoro-2H-pyrazolo[4,3-c]pyridine, 2-{[1-(4-azido-5-fluoropyridin-3-yl)-meth-(E)-ylidene]-amino}-3-chloro-5-nitrobenzonitrile was heated at 107° C. for 3.5 hours. After purification by silica gel chromatography (0-5% methanol in DCM), the product was triturated 5 times with diethyl ether/cyclohexane (1:1) to afford the title compound as a yellow solid (3.31 g, 58% yield). LCMS (Method C): RT=2.89 min, m/z: 318 [M+H+]. Starting materials: ClC1=CC(=C(S1)C(=O)O)[Si](C)(C)C (5-chloro-3-(trimethylsilyl)-2-thiophenecarboxylic acid), S(=O)(Cl)Cl (thionyl chloride), Cl.C(C)(C)NO (N-isopropylhydroxylamine hydrochloride), C(=O)(O)[O-].[Na+] (NaHCO3). Run in C(Cl)Cl (CH2Cl2), O (water), C(Cl)Cl (CH2Cl2). Run at time 3 hour. Yields the product ClC1=CC(=C(S1)C(=O)Cl)[Si](C)(C)C (5-Chloro-3-(trimethylsilyl)-2-thiophenecarboxylic acid chloride), ClC1=CC(=C(S1)C(=O)N(C(C)C)O)[Si](C)(C)C (5-Chloro-N-hydroxy-N-(1-methylethyl)-3-(trimethylsilyl)-2-thiophenecarboxamide). Reaction SMILES: [Cl:1][C:2]1[S:6][C:5]([C:7]([OH:9])=[O:8])=[C:4]([Si:10]([CH3:13])([CH3:12])[CH3:11])[CH:3]=1.S(Cl)([Cl:16])=O.Cl.[CH:19]([NH:22][OH:23])([CH3:21])[CH3:20].C([O-])(O)=O.[Na+]>C(Cl)Cl.O>[Cl:1][C:2]1[S:6][C:5]([C:7]([Cl:16])=[O:8])=[C:4]([Si:10]([CH3:13])([CH3:12])[CH3:11])[CH:3]=1.[Cl:1][C:2]1[S:6][C:5]([C:7]([N:22]([OH:23])[CH:19]([CH3:21])[CH3:20])=[O:9])=[C:4]([Si:10]([CH3:13])([CH3:12])[CH3:11])[CH:3]=1 |f:2.3,4.5|. Procedure: 5-Chloro-3-(trimethylsilyl)-2-thiophenecarboxylic acid chloride was prepared by the reaction of 1 g 5-chloro-3-(trimethylsilyl)-2-thiophenecarboxylic acid (prepared as in Example 263) and 6 mL thionyl chloride, using the procedure of step a in Example 248. This product was dissolved in CH2Cl2 at 0° C. and added to a mixture of N-isopropylhydroxylamine hydrochloride (0.55 g, 5 mmol) and 4 g NaHCO3 in 20 mL CH2Cl2 and 20 mL water. The resulting reaction mixture was stirred at RT for additional 3 h... As a reaction SMILES: [Al+3:2].[CH2:31]1[O:32][CH2:33][CH2:34][CH2:35]1.[H-:1].[H-:4].[H-:5].[H-:6].[Li+:3].[NH2:7][c:8]1[cH:9][cH:10][c:11]2[c:12]([cH:27]1)[C:13]1([CH2:14][CH2:15][O:16]2)[CH2:17][CH2:18][N:19]([C:22]([O:23][CH2:24][CH3:25])=[O:26])[CH2:20][CH2:21]1.[Na+:30].[OH-:29].[OH2:28]>>[NH2:7][c:8]1[cH:9][cH:10][c:11]2[c:12]([cH:27]1)[C:13]1([CH2:14][CH2:15][O:16]2)[CH2:17][CH2:18][N:19]([CH3:22])[CH2:20][CH2:21]1. Product: CN1CCC2(CCOc3ccc(N)cc32)CC1. The reactants are [Al+3], C1CCOC1, [H-], [H-], [H-], [H-], [Li+], CCOC(=O)N1CCC2(CCOc3ccc(N)cc32)CC1, [Na+], [OH-], O. Reactants: C[O-].[Na+] (sodium methoxide), Cl.N1=CC=C(C=C1)CCl (4-picolyl chloride hydrochloride), SCCO (2-mercaptoethanol). Run in C(C)O (ethanol), C(C)O (ethanol). Reaction conditions: time 21.5 hour. The product is OCCSCC1=CC=NC=C1 (4-(2-hydroxyethylthiomethyl)pyridine). Reaction SMILES: C[O-].[Na+].Cl.[N:5]1[CH:10]=[CH:9][C:8]([CH2:11]Cl)=[CH:7][CH:6]=1.[SH:13][CH2:14][CH2:15][OH:16]>C(O)C>[OH:16][CH2:15][CH2:14][S:13][CH2:11][C:8]1[CH:9]=[CH:10][N:5]=[CH:6][CH:7]=1 |f:0.1,2.3|. Reported procedure: Under a nitrogen atmosphere, sodium methoxide (170.1 g., 3.15 moles, 2.1 equiv.) was dissolved in 2.7 1. of absolute ethanol, and the stirred solution cooled in an ice bath. Solid 4-picolyl chloride hydrochloride (97%, 253.6 g., 1.5 moles, 1 equiv.) was added portionwise over approximately 15 minutes. A solution of 2-mercaptoethanol (128.9 g., 1.65 moles), dissolved in 300 ml. of ethanol, was then added dropwise over approximately 30 minutes. The reaction was allowed to warm to room temperature ... Reaction SMILES: [Cl:1][c:2]1[cH:3][cH:4][c:5]([OH:8])[cH:6][cH:7]1.[Cl:9][CH2:10][CH:11]([CH2:12][CH2:13][Cl:14])[OH:15].[Na+:17].[OH-:16].[OH2:18]>>[Cl:1][c:2]1[cH:3][cH:4][c:5]([O:8][CH2:10][CH:11]([CH2:12][CH2:13][Cl:14])[OH:15])[cH:6][cH:7]1. Product: OC(CCCl)COc1ccc(Cl)cc1. The reactants are Oc1ccc(Cl)cc1, OC(CCl)CCCl, [Na+], [OH-], O.